From a dataset of the Open Reaction Database (ORD), a public repository of structured organic reaction records. describe an organic reaction: reactants, conditions, products, and yield Reactants: CN(C)C=O, CCC(C(=O)OC)N(C(=O)CCl)c1c(C)ccc2ccccc12, c1c[nH]cn1. Yields the product CCC(C(=O)OC)N(C(=O)Cn1ccnc1)c1c(C)ccc2ccccc12. As a reaction SMILES: [CH3:29][N:30]([CH3:31])[CH:32]=[O:33].[Cl:1][CH2:2][C:3](=[O:4])[N:5]([CH:6]([C:7](=[O:8])[O:9][CH3:10])[CH2:11][CH3:12])[c:13]1[c:14]([CH3:23])[cH:15][cH:16][c:17]2[cH:18][cH:19][cH:20][cH:21][c:22]12.[nH:24]1[cH:25][n:26][cH:27][cH:28]1>>[CH2:2]([C:3](=[O:4])[N:5]([CH:6]([C:7](=[O:8])[O:9][CH3:10])[CH2:11][CH3:12])[c:13]1[c:14]([CH3:23])[cH:15][cH:16][c:17]2[cH:18][cH:19][cH:20][cH:21][c:22]12)[n:24]1[cH:25][n:26][cH:27][cH:28]1. Reactants: CN(C)C=O, O=S(=O)(Cl)Cl, c1ccc(COc2ccccc2)cc1. Yields the product O=S(=O)(Cl)c1ccc(OCc2ccccc2)cc1. RXN SMILES: [CH3:20][N:21]([CH3:22])[CH:23]=[O:24].[S:1](=[O:2])(=[O:3])([Cl:4])[Cl:5].[c:6]1([O:12][CH2:13][c:14]2[cH:15][cH:16][cH:17][cH:18][cH:19]2)[cH:7][cH:8][cH:9][cH:10][cH:11]1>>[S:1](=[O:2])(=[O:3])([Cl:5])[c:9]1[cH:8][cH:7][c:6]([O:12][CH2:13][c:14]2[cH:15][cH:16][cH:17][cH:18][cH:19]2)[cH:11][cH:10]1. Starting materials: C(C1=CC=CC=C1)OC[C@H](NC(=O)OCC1=CC=CC=C1)C(=O)O (O-benzyl-N-[(benzyloxy)carbonyl]-L-serine), C(C)(C)(C)OC(NCCC[C@@H](CN)NC(=O)OC(C)(C)C)=O (tert-Butyl{(4S)-5-amino-4-[(tert-butoxycarbonyl)amino]pentyl}carbamate), C(CCl)Cl (EDC), C=1C=CC2=C(C1)N=NN2O (HOBt). Run in CN(C=O)C (dimethylformamide). The product is C(C1=CC=CC=C1)OC(N[C@H](C(=O)NC[C@H](CCCNC(=O)OC(C)(C)C)NC(=O)OC(C)(C)C)COCC1=CC=CC=C1)=O (Benzyl[(1S)-1-[(benzyloxy)methyl]-2-({(2S)-2,5-bis[(tert-butoxycarbonyl)amino]pentyl}amino)-2-oxoethyl]carbamate). As a reaction SMILES: [CH2:1]([O:8][CH2:9][C@@H:10]([C:22]([OH:24])=O)[NH:11][C:12]([O:14][CH2:15][C:16]1[CH:21]=[CH:20][CH:19]=[CH:18][CH:17]=1)=[O:13])[C:2]1[CH:7]=[CH:6][CH:5]=[CH:4][CH:3]=1.[C:25]([O:29][C:30](=[O:46])[NH:31][CH2:32][CH2:33][CH2:34][C@H:35]([NH:38][C:39]([O:41][C:42]([CH3:45])([CH3:44])[CH3:43])=[O:40])[CH2:36][NH2:37])([CH3:28])([CH3:27])[CH3:26].C(Cl)CCl.C1C=CC2N(O)N=NC=2C=1>CN(C)C=O>[CH2:15]([O:14][C:12](=[O:13])[NH:11][C@@H:10]([CH2:9][O:8][CH2:1][C:2]1[CH:3]=[CH:4][CH:5]=[CH:6][CH:7]=1)[C:22]([NH:37][CH2:36][C@@H:35]([NH:38][C:39]([O:41][C:42]([CH3:45])([CH3:44])[CH3:43])=[O:40])[CH2:34][CH2:33][CH2:32][NH:31][C:30]([O:29][C:25]([CH3:27])([CH3:28])[CH3:26])=[O:46])=[O:24])[C:16]1[CH:17]=[CH:18][CH:19]=[CH:20][CH:21]=1. Procedure: Preparation takes place in analogy to Example 79A from 150 mg (0.46 mmol) of O-benzyl-N-[(benzyloxy)carbonyl]-L-serine and 188 mg (0.59 mmol) of tert-butyl{(4S)-5-amino-4-[(tert-butoxycarbonyl)amino]pentyl}carbamate (Example 86A) in 6 ml of dimethylformamide with the addition of 114 mg (0.57 mmol) of EDC and 18 mg (0.13 mmol) of HOBt. The product is purified by preparative RP-HPLC (mobile phase water/acetonitrile gradient: 90:10→5:95).